This data is from the Open Reaction Database (ORD), a public repository of structured organic reaction records. The task is: describe an organic reaction: reactants, conditions, products, and yield RXN SMILES: [CH2:69]1[O:70][CH2:71][CH2:72][CH2:73]1.[NH2:20][C:21]([CH:22]([CH2:23][CH2:24][C:25](=[O:26])[O:27][CH3:28])[N:29]1[C:30](=[O:39])[c:31]2[cH:32][cH:33][cH:34][c:35]([OH:38])[c:36]2[CH2:37]1)=[O:40].[O:41]=[C:42]([O:43][CH:44]([CH3:45])[CH3:46])[N:47]=[N:48][C:49]([O:50][CH:51]([CH3:52])[CH3:53])=[O:54].[O:55]1[CH2:56][CH2:57][N:58]([CH2:61][c:62]2[n:63][c:64]([CH2:67][OH:68])[s:65][cH:66]2)[CH2:59][CH2:60]1.[c:1]1([P:2]([c:3]2[cH:4][cH:5][cH:6][cH:7][cH:8]2)[c:9]2[cH:10][cH:11][cH:12][cH:13][cH:14]2)[cH:15][cH:16][cH:17][cH:18][cH:19]1>>[NH2:20][C:21]([CH:22]([CH2:23][CH2:24][C:25](=[O:26])[O:27][CH3:28])[N:29]1[C:30](=[O:39])[c:31]2[cH:32][cH:33][cH:34][c:35]([O:38][CH2:67][c:64]3[n:63][c:62]([CH2:61][N:58]4[CH2:57][CH2:56][O:55][CH2:60][CH2:59]4)[cH:66][s:65]3)[c:36]2[CH2:37]1)=[O:40]. Reactants: C1CCOC1, COC(=O)CCC(C(N)=O)N1Cc2c(O)cccc2C1=O, CC(C)OC(=O)N=NC(=O)OC(C)C, OCc1nc(CN2CCOCC2)cs1, c1ccc(P(c2ccccc2)c2ccccc2)cc1. Yields the product COC(=O)CCC(C(N)=O)N1Cc2c(OCc3nc(CN4CCOCC4)cs3)cccc2C1=O.